Dataset: the Open Reaction Database (ORD), a public repository of structured organic reaction records. Task: describe an organic reaction: reactants, conditions, products, and yield Starting materials: O=Cc1ccccc1Br, Cn1cc(B2OC(C)(C)C(C)(C)O2)cn1, CC#N, [Na+], [Na+], O=C([O-])[O-]. Yields the product Cn1cc(-c2ccccc2C=O)cn1. Reaction SMILES: [Br:1][c:2]1[c:3]([CH:4]=[O:5])[cH:6][cH:7][cH:8][cH:9]1.[CH3:10][n:11]1[n:12][cH:13][c:14]([B:16]2[O:17][C:18]([CH3:19])([CH3:20])[C:21]([CH3:22])([CH3:23])[O:24]2)[cH:15]1.[CH3:31][C:32]#[N:33].[Na+:25].[Na+:26].[O-:27][C:28](=[O:29])[O-:30]>>[c:2]1(-[c:14]2[cH:13][n:12][n:11]([CH3:10])[cH:15]2)[c:3]([CH:4]=[O:5])[cH:6][cH:7][cH:8][cH:9]1. Starting materials: CO (MeOH), tBuXPhos Pd, CC(C)N (2-propanamine), [Li+].C[Si](C)(C)[N-][Si](C)(C)C (LHMDS), [Li+].C[Si](C)(C)[N-][Si](C)(C)C (LHMDS), C(C1=CC=CC=C1)N1C(=CC2=C1C=C(C=1N2C(=NN1)C)Cl)C (6-benzyl-4-chloro-1,7-dimethyl-6H-pyrrolo[2,3-e][1,2,4]triazolo[4,3-a]pyridine), CC(C)N (2-propanamine), tBuXPhos Pd. Solvent: C1CCOC1 (THF), C1CCOC1 (THF), C1CCOC1 (THF), O1CCCC1 (tetrahydrofuran). Run at temperature 100 celsius, time 3 day. The product is C(C1=CC=CC=C1)N1C(=CC2=C1C=C(C=1N2C(=NN1)C)NC(C)C)C (6-Benzyl-N-isopropyl-1,7-dimethyl-6H-pyrrolo[2,3-e][1,2,4]triazolo[4,3-a]pyridin-4-amine). Reaction SMILES: [CH2:1]([N:8]1[C:12]2[CH:13]=[C:14](Cl)[C:15]3[N:16]([C:17]([CH3:20])=[N:18][N:19]=3)[C:11]=2[CH:10]=[C:9]1[CH3:22])[C:2]1[CH:7]=[CH:6][CH:5]=[CH:4][CH:3]=1.[CH3:23][CH:24]([NH2:26])[CH3:25].[Li+].C[Si]([N-][Si](C)(C)C)(C)C.CO>O1CCCC1>[CH2:1]([N:8]1[C:12]2[CH:13]=[C:14]([NH:26][CH:24]([CH3:25])[CH3:23])[C:15]3[N:16]([C:17]([CH3:20])=[N:18][N:19]=3)[C:11]=2[CH:10]=[C:9]1[CH3:22])[C:2]1[CH:7]=[CH:6][CH:5]=[CH:4][CH:3]=1 |f:2.3|. Procedure: To a suspension of 6-benzyl-4-chloro-1,7-dimethyl-6H-pyrrolo[2,3-e][1,2,4]triazolo[4,3-a]pyridine (20.0 mg, 0.0644 mmol, from Example 228, Step 7), 2-propanamine (51 μL, 0.60 mmol, Aldrich) and tBuXPhos Pd G1 (7.1 mg, 0.0096 mmol, Aldrich) in tetrahydrofuran (0.3 mL) was added 1.0 M LHMDS in THF (0.19 mL, 0.19 mmol, Aldrich). The reaction was stirred for 3 days, after which time additional amounts of tBuXPhos Pd G1 (6 mg, 0.008 mmol), 2-propanamine (51 uL, 0.60 mmol), THF (0.3 mL) and 1.0 M LHMD... Starting materials: C(C1=CC=CC=C1)(=O)O[C@@H]1CC2=CC[C@H]3[C@@H]4[C@H]5[C@@H](C([C@@]4(C)CC[C@@H]3[C@]2(CC1)C)=O)C5 (3β-benzoyloxy-15β,16β-methylene-5-androsten-17-one), C(C)(C)(C)O[AlH-](OC(C)(C)C)OC(C)(C)C.[Li+] (lithium tri-tert.-butoxyaluminohydride). The solvent is CCOCC (ether), O1CCCC1 (tetrahydrofuran). The product is C(C1=CC=CC=C1)(=O)O[C@@H]1CC2=CC[C@H]3[C@@H]4[C@H]5[C@@H]([C@@H]([C@@]4(C)CC[C@@H]3[C@]2(CC1)C)O)C5 (3β-benzoyloxy-15β,16β-methylene-5-androsten-17β-ol). The yield is 101.1%. As a reaction SMILES: [C:1]([O:9][C@H:10]1[CH2:27][CH2:26][C@@:25]2([CH3:28])[C:12](=[CH:13][CH2:14][C@@H:15]3[C@@H:24]2[CH2:23][CH2:22][C@@:20]2([CH3:21])[C@H:16]3[C@@H:17]3[CH2:30][C@@H:18]3[C:19]2=[O:29])[CH2:11]1)(=[O:8])[C:2]1[CH:7]=[CH:6][CH:5]=[CH:4][CH:3]=1.C(O[AlH-](OC(C)(C)C)OC(C)(C)C)(C)(C)C.[Li+]>O1CCCC1.CCOCC>[C:1]([O:9][C@H:10]1[CH2:27][CH2:26][C@@:25]2([CH3:28])[C:12](=[CH:13][CH2:14][C@@H:15]3[C@@H:24]2[CH2:23][CH2:22][C@@:20]2([CH3:21])[C@H:16]3[C@@H:17]3[CH2:30][C@@H:18]3[C@@H:19]2[OH:29])[CH2:11]1)(=[O:8])[C:2]1[CH:3]=[CH:4][CH:5]=[CH:6][CH:7]=1 |f:1.2|. Procedure: 6.4 g of 3β-benzoyloxy-15β,16β-methylene-5-androsten-17-one was stirred in 64 ml of tetrahydrofuran with 6.4 g of lithium tri-tert.-butoxyaluminohydride for 1 hour at room temperature. The solution was then diluted with ether, washed with 2N sulfuric acid and water, dried, and evaporated, yielding as the residue 6.5 g of 3β-benzoyloxy-15β,16β-methylene-5-androsten-17β-ol, used without further purification in the subsequent stage.